Dataset: the Open Reaction Database (ORD), a public repository of structured organic reaction records. Task: describe an organic reaction: reactants, conditions, products, and yield Starting materials: Cl (hydrochloric acid), O (water), C(=O)C1=CC=C(C=C1)C(C(=O)OCC)C (ethyl 2-(p-formylphenyl)propionate), O1CCN(CC1)C1=CCCC1 (morpholinocyclopentene). The solvent is C1=CC=CC=C1 (benzene), C1=CC=CC=C1 (benzene). Conditions: time 8 hour. The product is O=C1C(CCC1)=CC1=CC=C(C=C1)C(C(=O)OCC)C (Ethyl 2-[4-(2-oxo-1-cyclopentylidenemethyl)phenyl]propionate). As a reaction SMILES: [CH:1]([C:3]1[CH:8]=[CH:7][C:6]([CH:9]([CH3:15])[C:10]([O:12][CH2:13][CH3:14])=[O:11])=[CH:5][CH:4]=1)=O.O1CCN([C:22]2[CH2:26][CH2:25][CH2:24][CH:23]=2)CC1.Cl.[OH2:28]>C1C=CC=CC=1>[O:28]=[C:22]1[CH2:26][CH2:25][CH2:24][C:23]1=[CH:1][C:3]1[CH:8]=[CH:7][C:6]([CH:9]([CH3:15])[C:10]([O:12][CH2:13][CH3:14])=[O:11])=[CH:5][CH:4]=1. Reported procedure: A mixture of 5.15 g of ethyl 2-(p-formylphenyl)propionate and 4.5 g of morpholinocyclopentene in 10 ml of benzene was heated under reflux for 10 hours. After cooling, a mixture of 5 ml of conc. hydrochloric acid and 5 ml of water was added to the reaction mixture under ice-cooling and the resulting mixture was stirred at room temperature overnight. After addition of 100 ml of benzene, an organic layer was separated, washed with water and dried over anhydrous sodium sulfate. The solvent was disti...